From a dataset of the Open Reaction Database (ORD), a public repository of structured organic reaction records. describe an organic reaction: reactants, conditions, products, and yield The reactants are C(C1=CC=CC=C1)(=O)N (benzamide), COC(CCl)OC (chloroacetaldehyde dimethyl acetal), S(O)(O)(=O)=O (sulfuric acid). Run in O (water). Run at time 2 hour. Yields the product COC(CCl)NC(C1=CC=CC=C1)=O (N-(1-methoxy-2-chloroethyl)-benzamide). Yield: 70.3%. As a reaction SMILES: [C:1]([NH2:9])(=[O:8])[C:2]1[CH:7]=[CH:6][CH:5]=[CH:4][CH:3]=1.[CH3:10][O:11][CH:12](OC)[CH2:13][Cl:14].S(=O)(=O)(O)O>O>[CH3:10][O:11][CH:12]([NH:9][C:1](=[O:8])[C:2]1[CH:7]=[CH:6][CH:5]=[CH:4][CH:3]=1)[CH2:13][Cl:14]. Procedure: 12.1 g of benzamide and 14.3 g of chloroacetaldehyde dimethyl acetal were agitated while being cooled in an ice bath, and into this, 7 ml of concentrated sulfuric acid was dripped over a period of 1 hour. After agitating this for 2 hours at room temperature, 200 ml of water was added to the reaction fluid, and this was extracted in 300 ml of chloroform. The extracted layer was washed twice with 100 ml of water, and the chloroform and excess chloroacetaldehyde dimethyl acetal were removed by dist... Reported procedure: According to the same procedure, 3-(2-hydroxy-5-methyl-phenyl)-acrylic acid 3-methyl-5-phenyl-pentyl ester was prepared from 3-(2-hydroxy-.5-methyl-phenyl)-acrylic acid ethyl ester, 3-methyl-5-phenyl-pentanol and tetraisopropyl-o-titanate. Reactants: 3-(2-hydroxy-.5-methyl-phenyl)-acrylic acid ethyl ester, CC(CCO)CCC1=CC=CC=C1 (3-methyl-5-phenyl-pentanol), tetraisopropyl-o-titanate, CC(CCOC(C=CC1=C(C=CC(=C1)C)O)=O)CCC1=CC=CC=C1 (3-(2-hydroxy-5-methyl-phenyl)-acrylic acid 3-methyl-5-phenyl-pentyl ester). The product is CC(CCOC(\C=C\C1=C(C=CC(=C1)C)O)=O)CCC1=CC=CC=C1 ((E)-3(2-Hydroxy-5-methyl-phenyl)-acrylic acid 3-methyl-5-phenyl-pentyl ester). As a reaction SMILES: [CH3:1][CH:2]([CH2:18][CH2:19][C:20]1[CH:25]=[CH:24][CH:23]=[CH:22][CH:21]=1)[CH2:3][CH2:4][O:5][C:6](=[O:17])[CH:7]=[CH:8][C:9]1[CH:14]=[C:13]([CH3:15])[CH:12]=[CH:11][C:10]=1[OH:16].CC(CCC1C=CC=CC=1)CCO>>[CH3:1][CH:2]([CH2:18][CH2:19][C:20]1[CH:21]=[CH:22][CH:23]=[CH:24][CH:25]=1)[CH2:3][CH2:4][O:5][C:6](=[O:17])/[CH:7]=[CH:8]/[C:9]1[CH:14]=[C:13]([CH3:15])[CH:12]=[CH:11][C:10]=1[OH:16].